From a dataset of the Open Reaction Database (ORD), a public repository of structured organic reaction records. describe an organic reaction: reactants, conditions, products, and yield Reaction conditions: temperature 25 celsius, time 15 hour. Reported procedure: To a solution of 1.0 g. of 3-methyl-2-(2-pyridyl)thiobutanamide in 20 ml. of methanol is added, at one time, 0.45 g. of morpholine and 0.42 ml. of a 37 percent formalin solution. The reaction is stirred for 15 hours at 25°C., then refluxed on a steam bath for 20 minutes. The solvents are evaporated in vacuo and the residue is distilled to give 3-methyl-N-morpholinomethyl-2-(2-pyridyl)thiobutanamide, b.p. 110-+-112°C. (0.005 mm.). Yields the product CC(C(C(=S)NCN1CCOCC1)C1=NC=CC=C1)C (3-methyl-N-morpholinomethyl-2-(2-pyridyl)thiobutanamide). Run in CO (methanol). Reaction SMILES: [CH3:1][CH:2]([CH3:13])[CH:3]([C:7]1[CH:12]=[CH:11][CH:10]=[CH:9][N:8]=1)[C:4]([NH2:6])=[S:5].[NH:14]1[CH2:19][CH2:18][O:17][CH2:16][CH2:15]1.[CH2:20]=O>CO>[CH3:1][CH:2]([CH3:13])[CH:3]([C:7]1[CH:12]=[CH:11][CH:10]=[CH:9][N:8]=1)[C:4]([NH:6][CH2:20][N:14]1[CH2:19][CH2:18][O:17][CH2:16][CH2:15]1)=[S:5]. Reactants: CC(C(C(=S)N)C1=NC=CC=C1)C (3-methyl-2-(2-pyridyl)thiobutanamide), N1CCOCC1 (morpholine), C=O (formalin). Reactants: FC1=CC=C(C=C1)N1N=CC=2C[C@](C(=CC12)C)(C)CCC(=O)NC=1SC=NN1 ((S)-3-(1-(4-fluorophenyl)-5,6-dimethyl-4,5-dihydro-1H-indazol-5-yl)-N-(1,3,4-thiadiazol-2-yl)propanamide), NC=1SC=NN1 (2-amino-1,3,4-thiadiazole), NC=1SC=CN1 (2-aminothiazole). Product: FC1=CC=C(C=C1)N1N=CC=2C[C@](C(=CC12)C)(C)CCC(=O)NC=1SC=CN1 ((S)-3-(1-(4-fluorophenyl)-5,6-dimethyl-4,5-dihydro-1H-indazol-5-yl)-N-(thiazol-2-yl)propanamide). RXN SMILES: [F:1][C:2]1[CH:7]=[CH:6][C:5]([N:8]2[C:16]3[CH:15]=[C:14]([CH3:17])[C@:13]([CH2:19][CH2:20][C:21]([NH:23][C:24]4[S:25][CH:26]=N[N:28]=4)=[O:22])([CH3:18])[CH2:12][C:11]=3[CH:10]=[N:9]2)=[CH:4][CH:3]=1.N[C:30]1SC=NN=1.NC1SC=CN=1>>[F:1][C:2]1[CH:7]=[CH:6][C:5]([N:8]2[C:16]3[CH:15]=[C:14]([CH3:17])[C@:13]([CH2:19][CH2:20][C:21]([NH:23][C:24]4[S:25][CH:26]=[CH:30][N:28]=4)=[O:22])([CH3:18])[CH2:12][C:11]=3[CH:10]=[N:9]2)=[CH:4][CH:3]=1. Procedure details: The title compound was prepared in a manner analogous to the preparation of the title compound of Example 171, replacing and 2-amino-1,3,4-thiadiazole with 2-aminothiazole. MS found: (M+H)+=397. 1H NMR (400 MHz, chloroform-D) δ ppm 1.20 (s, 3 H) 1.79-1.90 (m, 2 H) 1.91 (s, 3 H) 2.53-2.68 (m, 3 H) 2.79 (d, J=16.00 Hz, 1 H) 6.23 (s, 1 H) 7.06 (d, J=4.07 Hz, 1 H) 7.17 (t, J=8.65 Hz, 2 H) 7.39-7.50 (m, 4 H).